Dataset: the Open Reaction Database (ORD), a public repository of structured organic reaction records. Task: describe an organic reaction: reactants, conditions, products, and yield Starting materials: FC(C=1C=C(C(=CC1C(F)(F)F)N)N)(F)F (4,5-bis-trifluoromethyl-benzene-1,2-diamine), C(C)(C)(C)OC(CC(=O)C1=CC(=CC=C1)C1=CC(=NC=C1)C)=O (3-[3-(2-methyl-pyridin-4-yl)-phenyl]-3-oxo-propionic acid tert-butyl ester), C(=O)(C(F)(F)F)O (TFA). The solvent is C1(=CC=CC=C1)C (toluene), C(Cl)Cl (CH2Cl2). The product is CC1=NC=CC(=C1)C=1C=C(C=CC1)C1=NC2=C(NC(C1)=O)C=C(C(=C2)C(F)(F)F)C(F)(F)F (4-[3-(2-Methyl-pyridin-4-yl)-phenyl]-7,8-bis-trifluoromethyl-1,3-dihydro-benzo[b][1,4]diazepin-2-one), solid. The yield is 66.0%. RXN SMILES: [F:1][C:2]([F:16])([F:15])[C:3]1[CH:4]=[C:5]([NH2:14])[C:6]([NH2:13])=[CH:7][C:8]=1[C:9]([F:12])([F:11])[F:10].C([O:21][C:22](=O)[CH2:23][C:24]([C:26]1[CH:31]=[CH:30][CH:29]=[C:28]([C:32]2[CH:37]=[CH:36][N:35]=[C:34]([CH3:38])[CH:33]=2)[CH:27]=1)=O)(C)(C)C.C(O)(C(F)(F)F)=O>C1(C)C=CC=CC=1.C(Cl)Cl>[CH3:38][C:34]1[CH:33]=[C:32]([C:28]2[CH:27]=[C:26]([C:24]3[CH2:23][C:22](=[O:21])[NH:13][C:6]4[CH:7]=[C:8]([C:9]([F:12])([F:11])[F:10])[C:3]([C:2]([F:15])([F:16])[F:1])=[CH:4][C:5]=4[N:14]=3)[CH:31]=[CH:30][CH:29]=2)[CH:37]=[CH:36][N:35]=1. Procedure: The title compound was prepared from 4,5-bis-trifluoromethyl-benzene-1,2-diamine [CAS-No. 30454-92-3] (244 mg, 1.0 mmol) and 3-[3-(2-methyl-pyridin-4-yl)-phenyl]-3-oxo-propionic acid tert-butyl ester (Example K12) (311 mg, 1.0 mmol) in toluene (10 ml) under reflux conditions for 2 h according to the general procedure M and subsequent treatment with TFA in CH2Cl2 according to the general procedure N. Obtained as a light yellow solid (304 mg, 66%). Reactants: NC1=C(C=CC=C1OC)S (2-amino-3-methoxythiophenol), C1(C=CC(C=C1)=O)=O (p-benzoquinone), title compounds, CCOC(=O)C (EtOAc), C(Cl)Cl (CH2Cl2). Yields the product CC1=CC2=NC3=CC=C(C=C3SC2=CC1=O)C (2,7-dimethyl-3H-phenothiazin-3-one). Reaction SMILES: [NH2:1][C:2]1[C:7](OC)=[CH:6]C=[CH:4][C:3]=1[SH:10].[C:11]1(=[O:18])[CH:16]=[CH:15][C:14](=O)[CH:13]=[CH:12]1.CCO[C:22]([CH3:24])=O.[CH2:25](Cl)Cl>>[CH3:25][C:16]1[C:11](=[O:18])[CH:12]=[C:13]2[C:14](=[N:1][C:2]3[C:3]([S:10]2)=[CH:4][C:22]([CH3:24])=[CH:6][CH:7]=3)[CH:15]=1. Reported procedure: Following the procedure described in Example 10 but substituting 2-amino-5-methylthiophenol for 2-amino-3-methoxythiophenol and substituting 2-methyl-p-benzoquinone for p-benzoquinone, a mixture of the title compounds were obtained. Chromatography on silica gel eluting with 10% EtOAc in CH2Cl2 afforded firstly 2,7-dimethyl-3H-phenothiazin-3-one, m.p. 177° C.